Dataset: the Open Reaction Database (ORD), a public repository of structured organic reaction records. Task: describe an organic reaction: reactants, conditions, products, and yield Reactants: [Na] (sodium), N (ammonia), C(C)(C)(C)OC1=NC(=CC2=CC=CC=C12)Cl (1-tert-butoxy-3-chloroisoquinoline), CC=1C=C(C=C(C1)C)P(C1=CC(=CC(=C1)C)C)C1=CC(=CC(=C1)C)C (tris(3,5-dimethylphenyl)phosphine). The solvent is O1CCCC1 (tetrahydrofuran). Conditions: time 2 hour. Product: C(C)(C)(C)OC1=NC(=CC2=CC=CC=C12)P(C1=CC(=CC(=C1)C)C)C1=CC(=CC(=C1)C)C (1-tert-butoxy-3-(bis(3,5-dimethylphenyl)phosphino)isoquinoline). Isolated yield 35.5%. Reaction SMILES: [Na].N.[CH3:3][C:4]1[CH:5]=[C:6]([P:11]([C:20]2[CH:25]=[C:24]([CH3:26])[CH:23]=[C:22]([CH3:27])[CH:21]=2)C2C=C(C)C=C(C)C=2)[CH:7]=[C:8]([CH3:10])[CH:9]=1.[C:28]([O:32][C:33]1[C:42]2[C:37](=[CH:38][CH:39]=[CH:40][CH:41]=2)[CH:36]=[C:35](Cl)[N:34]=1)([CH3:31])([CH3:30])[CH3:29]>O1CCCC1>[C:28]([O:32][C:33]1[C:42]2[C:37](=[CH:38][CH:39]=[CH:40][CH:41]=2)[CH:36]=[C:35]([P:11]([C:20]2[CH:25]=[C:24]([CH3:26])[CH:23]=[C:22]([CH3:27])[CH:21]=2)[C:6]2[CH:7]=[C:8]([CH3:10])[CH:9]=[C:4]([CH3:3])[CH:5]=2)[N:34]=1)([CH3:31])([CH3:29])[CH3:30] |^1:0|. Reported procedure: At −78° C., sodium (0.28 g, 12.3 mmol) is added slowly to liquid ammonia (40 mL) followed by tris(3,5-dimethylphenyl)phosphine (2.1 g, 6.0 mmol), and the resulting mixture is stirred for 2 hours. A solution of 1-tert-butoxy-3-chloroisoquinoline (1.4 g, 6.0 mmol) in tetrahydrofuran (6 mL) is then added drop-wise and the resulting mixture slowly warmed to ambient temperature over 16 hours. The residue is quenched with water (30 mL), extracted with diethyl ether (3×25 mL), and the combined extracts...